Dataset: the Open Reaction Database (ORD), a public repository of structured organic reaction records. Task: describe an organic reaction: reactants, conditions, products, and yield Starting materials: C(C)(=O)O[C@@H]1CC[C@@H](CC1)C1=NC=C2N1C=CN=C2C ((cis)-4-(8-methylimidazo[1,5-a]pyrazin-3-yl)cyclohexyl acetate), BrN1C(CCC1=O)=O (N-bromosuccinimide), O (water). Solvent: CN(C=O)C (N,N-dimethylformamide). Run at time 1 hour. Yields the product C(C)(=O)O[C@@H]1CC[C@@H](CC1)C1=NC(=C2N1C=CN=C2C)Br ((cis)-4-(1-bromo-8-methylimidazo[1,5-a]pyrazin-3-yl)cyclohexyl acetate). The yield is 93.1%. RXN SMILES: [C:1]([O:4][C@H:5]1[CH2:10][CH2:9][C@@H:8]([C:11]2[N:15]3[CH:16]=[CH:17][N:18]=[C:19]([CH3:20])[C:14]3=[CH:13][N:12]=2)[CH2:7][CH2:6]1)(=[O:3])[CH3:2].[Br:21]N1C(=O)CCC1=O.O>CN(C)C=O>[C:1]([O:4][C@H:5]1[CH2:10][CH2:9][C@@H:8]([C:11]2[N:15]3[CH:16]=[CH:17][N:18]=[C:19]([CH3:20])[C:14]3=[C:13]([Br:21])[N:12]=2)[CH2:7][CH2:6]1)(=[O:3])[CH3:2]. Reported procedure: To (cis)-4-(8-methylimidazo[1,5-a]pyrazin-3-yl)cyclohexyl acetate (46.8 mmol, 12.8 g) in N,N-dimethylformamide (100 ml) was added N-bromosuccinimide (46.8 mmol, 8.33 g). After stirring at room temperature for one hour the reaction mixture was poured into water and extracted with dichloromethane twice. The combined organic layers were washed with water twice, washed with brine, dried (MgSO4) and concentrated in vacuo. The residue was purified by column chromatography (silica gel; dichloromethane ... Reactants: CCN(C(C)C)C(C)C, CCO, Clc1ccnc(Cl)n1, Cc1cc(N)n[nH]1. The product is Cc1cc(Nc2ccnc(Cl)n2)n[nH]1. RXN SMILES: [CH2:16]([N:17]([CH:18]([CH3:19])[CH3:20])[CH:21]([CH3:22])[CH3:23])[CH3:24].[CH3:25][CH2:26][OH:27].[Cl:1][c:2]1[n:3][cH:4][cH:5][c:6]([Cl:8])[n:7]1.[NH2:9][c:10]1[n:11][nH:12][c:13]([CH3:15])[cH:14]1>>[Cl:1][c:2]1[n:3][cH:4][cH:5][c:6]([NH:9][c:10]2[n:11][nH:12][c:13]([CH3:15])[cH:14]2)[n:7]1.